This data is from the Open Reaction Database (ORD), a public repository of structured organic reaction records. The task is: describe an organic reaction: reactants, conditions, products, and yield As a reaction SMILES: [CH2:1]([CH2:2][CH2:3][CH3:4])[O:5][C:6](=[O:7])[c:8]1[n:9][c:10]([OH:28])[c:11]2[cH:12][c:13]([O:19][c:20]3[cH:21][cH:22][c:23]([O:26][CH3:27])[cH:24][cH:25]3)[cH:14][cH:15][c:16]2[c:17]1[OH:18].[CH3:34][c:35]1[cH:36][cH:37][cH:38][cH:39][cH:40]1.[P:29]([Br:30])([Br:31])([Br:32])=[O:33]>>[CH2:1]([CH2:2][CH2:3][CH3:4])[O:5][C:6](=[O:7])[c:8]1[n:9][c:10]([Br:31])[c:11]2[cH:12][c:13]([O:19][c:20]3[cH:21][cH:22][c:23]([O:26][CH3:27])[cH:24][cH:25]3)[cH:14][cH:15][c:16]2[c:17]1[OH:18]. The product is CCCCOC(=O)c1nc(Br)c2cc(Oc3ccc(OC)cc3)ccc2c1O. Reactants: CCCCOC(=O)c1nc(O)c2cc(Oc3ccc(OC)cc3)ccc2c1O, Cc1ccccc1, O=P(Br)(Br)Br. The reactants are ClCC1=CC=C(C(=O)C2=CC=C(C=C2)O)C=C1 (4-chloromethyl-4'-hydroxybenzophenone), C(C)CC(=O)NC(C(=O)[O-])C#N (ethylacetamidocyanoacetate), Cl (HCl). Product: OC1=CC=C(C(=O)C2=CC=C(C[C@H](N)C(=O)O)C=C2)C=C1 (racemic p-(4-hydroxybenzoyl)phenylalanine). Reaction SMILES: Cl[CH2:2][C:3]1[CH:17]=[CH:16][C:6]([C:7]([C:9]2[CH:14]=[CH:13][C:12]([OH:15])=[CH:11][CH:10]=2)=[O:8])=[CH:5][CH:4]=1.C(CC([NH:23][CH:24](C#N)[C:25]([O-:27])=[O:26])=O)C.Cl>>[OH:15][C:12]1[CH:13]=[CH:14][C:9]([C:7]([C:6]2[CH:16]=[CH:17][C:3]([CH2:2][C@@H:24]([C:25]([OH:27])=[O:26])[NH2:23])=[CH:4][CH:5]=2)=[O:8])=[CH:10][CH:11]=1. Procedure: FIG. 1 is a schematic showing the synthesis of HBPA. 4-(Chloromethyl)benzoyl chloride (II) is made by refluxing 4-(chloromethyl)benzoic acid with oxalyl chloride in benzene. Mixing this compound with pyridine with gentle heating using a steam bath followed by ice quench gave 4-chloro-methylbenzoic anhydride (III). 4-Chloromethylbenzoic anhydride (III) is reacted with phenol in polyphosphoric acid to give the 4-chloromethylbenzoyl ester of 4-chloromethyl-4'-hydroxybenzophenone (IV). Reacting IV w... Starting materials: [Mg] (magnesium), CC(C=O)CCC=C(CCC=C(CCC=C(CCC=C(C)C)C)C)C (2,6,10,14,18-pentamethyl-5,9,13,17-nonadecatetraenal), Grignard reagent, [Cl-].[NH4+] (ammonium chloride), C(C)(=O)OC(C)(C)C (t-butyl acetate), resultant mixture, C(C)(C)Br (isopropyl bromide), resultant mixture. The solvent is CCOCC (ether), CCOCC (ether). The product is CC(C(CC(=O)OCC)O)CCC=C(CCC=C(CCC=C(CCC=C(C)C)C)C)C (ethyl 3,7,11,15,19-pentamethyl-6,10,14,18-eicosatetraen-2-ol-1-carboxylate). The yield is 66.0%. As a reaction SMILES: [CH3:1][CH:2]([CH2:5][CH2:6][CH:7]=[C:8]([CH3:25])[CH2:9][CH2:10][CH:11]=[C:12]([CH3:24])[CH2:13][CH2:14][CH:15]=[C:16]([CH3:23])[CH2:17][CH2:18][CH:19]=[C:20]([CH3:22])[CH3:21])[CH:3]=[O:4].C(Br)(C)C.[Mg].[C:31]([O:34][C:35](C)(C)[CH3:36])(=[O:33])[CH3:32].[Cl-].[NH4+]>CCOCC>[CH3:1][CH:2]([CH2:5][CH2:6][CH:7]=[C:8]([CH3:25])[CH2:9][CH2:10][CH:11]=[C:12]([CH3:24])[CH2:13][CH2:14][CH:15]=[C:16]([CH3:23])[CH2:17][CH2:18][CH:19]=[C:20]([CH3:22])[CH3:21])[CH:3]([OH:4])[CH2:32][C:31]([O:34][CH2:35][CH3:36])=[O:33] |f:4.5|. Reported procedure: To a mixture of ether (344 ml) and 2,6,10,14,18-pentamethyl-5,9,13,17-nonadecatetraenal (34.4 g), Grignard reagent (prepared by adding portionwise isopropyl bromide (18.5 g) to a mixture of ether (100 ml) and metallic magnesium (3.7 g), adding further t-butyl acetate (17.4 g) thereto while cooling with ice and then stirring the resultant mixture for 1 hour) is dropwise added while cooling with ice. The resultant mixture is stirred at room temperature for 3 hours, and the reaction mixture is pour...